This data is from the Open Reaction Database (ORD), a public repository of structured organic reaction records. The task is: describe an organic reaction: reactants, conditions, products, and yield As a reaction SMILES: [Li][CH3:2].[CH3:3][O:4][C:5]1[CH:10]=[C:9]([N+:11]([O-:13])=[O:12])[CH:8]=[CH:7][C:6]=1[CH2:14][CH:15]=[O:16].O>CCOCC.Cl[Ti](Cl)(Cl)Cl>[CH3:3][O:4][C:5]1[CH:10]=[C:9]([N+:11]([O-:13])=[O:12])[CH:8]=[CH:7][C:6]=1[CH2:14][CH:15]([OH:16])[CH3:2]. Yield: 83.8%. Run in CCOCC (Et2O), CCOCC (Et2O). The reagents and catalysts are Cl[Ti](Cl)(Cl)Cl (TiCl4). Run at temperature -10 celsius. Procedure: To a stirred −78° C. solution of TiCl4 (1.0 M in CH2Cl2, 1.43 mL, 1.43 mmol) in anhydrous Et2O (7 mL) was added MeLi (1.6 M in Et2O, 0.9 mL, 1.43 mmol) dropwise over a period of 20 min. The reaction mixture was allowed to slowly warm to −30° C. at which point a solution of 2-(2-methoxy-4-nitrophenyl)acetaldehyde (275 mg, 1.43 mmol) (prepared as described in PCT WO 2000/73288 A1) in anhydrous Et2O (0.750 mL) was added dropwise and allowed slowly warm to −10° C. The reaction mixture was poured int... Starting materials: [Li]C (MeLi), COC1=C(C=CC(=C1)[N+](=O)[O-])CC=O (2-(2-methoxy-4-nitrophenyl)acetaldehyde), O (water). Yields the product COC1=C(C=CC(=C1)[N+](=O)[O-])CC(C)O (1-(2-Methoxy-4-nitrophenyl)propan-2-ol). Reactants: C(C)(C)(C)C1=CC(=C(C=N1)C=1N([C@]([C@](N1)(C)C1=CC=C(C=C1)Cl)(C)C1=CC=C(C=C1)Cl)C(=O)N1CCC(CC1)CC(=O)O)OCC ({1-[(4S,5R)-2-(6-tert-butyl-4-ethoxy-pyridin-3-yl)-4,5-bis-(4-chloro-phenyl)-4,5-dimethyl-4,5-dihydro-imidazole-1-carbonyl]-piperidin-4-yl}-acetic acid), C(CC=C)N (n-but-3-enylamine). The product is C(CC=C)NC(CC1CCN(CC1)C(=O)N1C(=N[C@@]([C@@]1(C)C1=CC=C(C=C1)Cl)(C)C1=CC=C(C=C1)Cl)C=1C=NC(=CC1OCC)C(C)(C)C)=O (N-But-3-enyl-2-{1-[(4S,5R)-2-(6-tert-butyl-4-ethoxy-pyridin-3-yl)-4,5-bis-(4-chloro-phenyl)-4,5-dimethyl-4,5-dihydro-imidazole-1-carbonyl]-piperidin-4-yl}-acetamide). As a reaction SMILES: [C:1]([C:5]1[N:10]=[CH:9][C:8]([C:11]2[N:12]([C:32]([N:34]3[CH2:39][CH2:38][CH:37]([CH2:40][C:41]([OH:43])=O)[CH2:36][CH2:35]3)=[O:33])[C@@:13]([C:25]3[CH:30]=[CH:29][C:28]([Cl:31])=[CH:27][CH:26]=3)([CH3:24])[C@@:14]([C:17]3[CH:22]=[CH:21][C:20]([Cl:23])=[CH:19][CH:18]=3)([CH3:16])[N:15]=2)=[C:7]([O:44][CH2:45][CH3:46])[CH:6]=1)([CH3:4])([CH3:3])[CH3:2].[CH2:47]([NH2:51])[CH2:48][CH:49]=[CH2:50]>>[CH2:47]([NH:51][C:41](=[O:43])[CH2:40][CH:37]1[CH2:38][CH2:39][N:34]([C:32]([N:12]2[C@@:13]([C:25]3[CH:26]=[CH:27][C:28]([Cl:31])=[CH:29][CH:30]=3)([CH3:24])[C@@:14]([C:17]3[CH:22]=[CH:21][C:20]([Cl:23])=[CH:19][CH:18]=3)([CH3:16])[N:15]=[C:11]2[C:8]2[CH:9]=[N:10][C:5]([C:1]([CH3:3])([CH3:4])[CH3:2])=[CH:6][C:7]=2[O:44][CH2:45][CH3:46])=[O:33])[CH2:35][CH2:36]1)[CH2:48][CH:49]=[CH2:50]. Reported procedure: In a manner analogous to the method described in example 163, {1-[(4S,5R)-2-(6-tert-butyl-4-ethoxy-pyridin-3-yl)-4,5-bis-(4-chloro-phenyl)-4,5-dimethyl-4,5-dihydro-imidazole-1-carbonyl]-piperidin-4-yl}-acetic acid was reacted with n-but-3-enylamine (Alfa) to give the title compound. LC-MS (ES+) 718 [(M+H)+]. The reactants are ClC=1N=NC=C2C1N(C(=C2C)C)CC=C(C)C (7-chloro-2,3-dimethyl-1-(3-methyl-2-butenyl)pyrrolo[2,3-d]pyridazine), C(C1=CC=CC=C1)O (benzyl alcohol). Product: C(C1=CC=CC=C1)OC=1N=NC=C2C1N(C(=C2C)C)CC=C(C)C (7-Benzyloxy-2,3-dimethyl-1-(3-methyl-2-butenyl)pyrrolo[2,3-d]pyridazine). Reaction SMILES: Cl[C:2]1[N:3]=[N:4][CH:5]=[C:6]2[C:10]([CH3:11])=[C:9]([CH3:12])[N:8]([CH2:13][CH:14]=[C:15]([CH3:17])[CH3:16])[C:7]=12.[CH2:18]([OH:25])[C:19]1[CH:24]=[CH:23][CH:22]=[CH:21][CH:20]=1>>[CH2:18]([O:25][C:2]1[N:3]=[N:4][CH:5]=[C:6]2[C:10]([CH3:11])=[C:9]([CH3:12])[N:8]([CH2:13][CH:14]=[C:15]([CH3:17])[CH3:16])[C:7]=12)[C:19]1[CH:24]=[CH:23][CH:22]=[CH:21][CH:20]=1. Procedure details: The title compound was prepared as a white powder in -6.2% yeild in a similar procedure to that described in Example 1 by using 7-chloro-2,3-dimethyl-1-(3-methyl-2-butenyl)pyrrolo[2,3-d]pyridazine and benzyl alcohol. Reaction SMILES: C([Li])CCC.C(NC(C)C)(C)C.C[O:14][C:15](=[O:36])[C@H:16]([CH2:25][CH2:26][CH2:27][N:28]=CC1C=CC=CC=1)[N:17]=CC1C=CC=CC=1.Cl[CH:38]([F:40])[F:39].Cl>CCCCCC.O1CCCC1>[F:39][CH:38]([F:40])[C:16]([NH2:17])([CH2:25][CH2:26][CH2:27][NH2:28])[C:15]([OH:14])=[O:36]. Starting materials: ClC(F)F (chlorodifluoromethane), Cl (HCl), C(CCC)[Li] (butyllithium), C(C)(C)NC(C)C (diisopropylamine), COC([C@@H](N=CC1=CC=CC=C1)CCCN=CC1=CC=CC=C1)=O (dibenzylidene ornithine methyl ester). Reaction conditions: temperature 40 celsius. Run in CCCCCC (hexane), O1CCCC1 (tetrahydrofuran), O1CCCC1 (tetrahydrofuran). Reported procedure: Under nitrogen, a solution (500 ml) of 2 M butyllithium in hexane is added to a stirred solution of diisopropylamine (143.1 ml) in tetrahydrofuran (1.5 l) at -78° C. after which dibenzylidene ornithine methyl ester (261 g, 0.81 mole) in tetrahydrofuran (1.5 l) is added. Upon completion of the addition, the reaction temperature is raised to 40° C. and maintained between 40° and 50° C. for 3 hours during which time chlorodifluoromethane gas is bubbled through the mixture with stirring. The reactio... Product: FC(C(C(=O)O)(CCCN)N)F (2-Difluoromethyl-2,5-diaminopentanoic acid).